From a dataset of the Open Reaction Database (ORD), a public repository of structured organic reaction records. describe an organic reaction: reactants, conditions, products, and yield Starting materials: CSC(=C[N+](=O)[O-])SC, CCO, Nc1ccc(OC(F)(F)F)cc1, NC1CCCCN(CC(=O)N2CCCC2)C1=O. The product is O=C(CN1CCCCC(NC(=C[N+](=O)[O-])Nc2ccc(OC(F)(F)F)cc2)C1=O)N1CCCC1. As a reaction SMILES: [CH3:13][S:14][C:15](=[CH:16][N+:17](=[O:18])[O-:19])[S:20][CH3:21].[CH3:39][CH2:40][OH:41].[F:1][C:2]([O:3][c:4]1[cH:5][cH:6][c:7]([NH2:8])[cH:9][cH:10]1)([F:11])[F:12].[NH2:22][CH:23]1[C:24](=[O:38])[N:25]([CH2:30][C:31](=[O:32])[N:33]2[CH2:34][CH2:35][CH2:36][CH2:37]2)[CH2:26][CH2:27][CH2:28][CH2:29]1>>[F:1][C:2]([O:3][c:4]1[cH:5][cH:6][c:7]([NH:8][C:15](=[CH:16][N+:17](=[O:18])[O-:19])[NH:22][CH:23]2[C:24](=[O:38])[N:25]([CH2:30][C:31](=[O:32])[N:33]3[CH2:34][CH2:35][CH2:36][CH2:37]3)[CH2:26][CH2:27][CH2:28][CH2:29]2)[cH:9][cH:10]1)([F:11])[F:12]. Starting materials: Clc1ccc(Br)cn1, C1CCOC1, CC(C)[Mg+], C1=NCCc2ccccc21, [Cl-], O=C(Cl)OCc1ccccc1. The product is O=C(OCc1ccccc1)N1CCc2ccccc2C1c1ccc(Cl)nc1. RXN SMILES: [Br:1][c:2]1[cH:3][cH:4][c:5]([Cl:8])[n:6][cH:7]1.[CH2:35]1[O:36][CH2:37][CH2:38][CH2:39]1.[CH:10]([Mg+:11])([CH3:12])[CH3:13].[CH:14]1=[N:15][CH2:16][CH2:17][c:18]2[cH:19][cH:20][cH:21][cH:22][c:23]21.[Cl-:9].[Cl:24][C:25](=[O:26])[O:27][CH2:28][c:29]1[cH:30][cH:31][cH:32][cH:33][cH:34]1>>[c:2]1([CH:14]2[N:15]([C:25](=[O:26])[O:27][CH2:28][c:29]3[cH:30][cH:31][cH:32][cH:33][cH:34]3)[CH2:16][CH2:17][c:18]3[cH:19][cH:20][cH:21][cH:22][c:23]32)[cH:3][cH:4][c:5]([Cl:8])[n:6][cH:7]1. Reactants: CC(C)(Br)C(=O)Br, [Li]CCCC, C1CCOC1, COc1ccc2[nH]c(C)cc2c1, Cc1ccccc1. Yields the product COc1ccc2[nH]c(C)c(C(=O)C(C)(C)Br)c2c1. RXN SMILES: [Br:18][C:19]([C:20](=[O:21])[Br:22])([CH3:23])[CH3:24].[CH2:13]([Li:14])[CH2:15][CH2:16][CH3:17].[CH2:25]1[O:26][CH2:27][CH2:28][CH2:29]1.[CH3:1][O:2][c:3]1[cH:4][c:5]2[cH:6][c:7]([CH3:12])[nH:8][c:9]2[cH:10][cH:11]1.[CH3:30][c:31]1[cH:32][cH:33][cH:34][cH:35][cH:36]1>>[CH3:1][O:2][c:3]1[cH:4][c:5]2[c:6]([C:20]([C:19]([Br:18])([CH3:23])[CH3:24])=[O:21])[c:7]([CH3:12])[nH:8][c:9]2[cH:10][cH:11]1. Reactants: N1(CCC2=CC=CC=C12)C1=C(C=C(C=C1)F)NC(=O)N1CCN(CC1)C (N-[2-(2,3-dihydro-1H-indol-1-yl)-5-fluorophenyl]-4-methyl-1-piperazine carboxamide). The solvent is P(=O)(Cl)(Cl)Cl (phosphorus oxychloride). The product is FC1=CC2=C(N3C4=C(C(=N2)N2CCN(CC2)C)C=CC=C4CC3)C=C1 (9-fluoro-6-(4-methyl-1-piperazinyl)-1,2-dihydrobenzo[b]pyrrolo[3,2,1-jk][1,4]benzodiazepine). Isolated yield 20.8%. Reaction SMILES: [N:1]1([C:10]2[CH:15]=[CH:14][C:13]([F:16])=[CH:12][C:11]=2[NH:17][C:18]([N:20]2[CH2:25][CH2:24][N:23]([CH3:26])[CH2:22][CH2:21]2)=O)[C:9]2[C:4](=[CH:5][CH:6]=[CH:7][CH:8]=2)[CH2:3][CH2:2]1>P(Cl)(Cl)(Cl)=O>[F:16][C:13]1[CH:14]=[CH:15][C:10]2[N:1]3[CH2:2][CH2:3][C:4]4[C:9]3=[C:8]([CH:7]=[CH:6][CH:5]=4)[C:18]([N:20]3[CH2:21][CH2:22][N:23]([CH3:26])[CH2:24][CH2:25]3)=[N:17][C:11]=2[CH:12]=1. Procedure: A stirred mixture of 10.6 g (0.030 mole) of N-[2-(2,3-dihydro-1H-indol-1-yl)-5-fluorophenyl]-4-methyl-1-piperazine carboxamide of Example 2c in 250 ml of phosphorus oxychloride was refluxed for 6 hours under nitrogen, then cooled to room temperature. The excess phosphorus oxychloride was removed at aspirator pressure with gentle warming. The residue was chilled in an ice-bath (with exclusion of moisture) and then treated first with 250 ml of ice-cold 2N-NaOH, then with 500 ml of dichloromethane.... Procedure details: A dry r. b. flask was loaded with 108 ml of 4-vinylpyridine (1 mole) and 129 ml of diethylphosphite (1 mole) under nitrogen. Dropwise addition of 25 ml of trimethylchlorosilane (0.2 mole) gave exothermic reaction to 53° C. with intermittent ice bath cooling. Once the exotherm subsided the reaction mixture was fitted for vacuum distillation. A possible exotherm was noted during distillation with deposition of solids in the lines. The distillation was shut down, the traps cleaned, and distillation... Yields the product N1=CC=C(C=C1)CCP(OCC)(OCC)=O (diethyl 2-(4-pyridyl)ethylphosphonate). Starting materials: C(=C)C1=CC=NC=C1 (4-vinylpyridine), C(C)OP(OCC)[O-] (diethylphosphite), C[Si](Cl)(C)C (trimethylchlorosilane). Reaction SMILES: [CH:1]([C:3]1[CH:8]=[CH:7][N:6]=[CH:5][CH:4]=1)=[CH2:2].[CH2:9]([O:11][P:12]([O-:16])[O:13][CH2:14][CH3:15])[CH3:10].C[Si](C)(C)Cl>>[N:6]1[CH:7]=[CH:8][C:3]([CH2:1][CH2:2][P:12](=[O:16])([O:13][CH2:14][CH3:15])[O:11][CH2:9][CH3:10])=[CH:4][CH:5]=1. The yield is 54.7%. Starting materials: O=C(O)c1cc2cc(Cl)ccc2[nH]1, Cl, NC(Cc1ccc(F)cc1)C(=O)N1CCC(O)CC1. Yields the product O=C(NC(Cc1ccc(F)cc1)C(=O)N1CCC(O)CC1)c1cc2cc(Cl)ccc2[nH]1. Reaction SMILES: [Cl:21][c:22]1[cH:23][c:24]2[cH:25][c:26]([C:31](=[O:32])[OH:33])[nH:27][c:28]2[cH:29][cH:30]1.[ClH:1].[NH2:2][CH:3]([C:4](=[O:5])[N:6]1[CH2:7][CH2:8][CH:9]([OH:12])[CH2:10][CH2:11]1)[CH2:13][c:14]1[cH:15][cH:16][c:17]([F:20])[cH:18][cH:19]1>>[NH:2]([CH:3]([C:4](=[O:5])[N:6]1[CH2:7][CH2:8][CH:9]([OH:12])[CH2:10][CH2:11]1)[CH2:13][c:14]1[cH:15][cH:16][c:17]([F:20])[cH:18][cH:19]1)[C:31]([c:26]1[cH:25][c:24]2[cH:23][c:22]([Cl:21])[cH:30][cH:29][c:28]2[nH:27]1)=[O:32]. Starting materials: C(C)[SiH](CC)CC (Triethylsilane), C(=O)(O)[O-].[Na+] (NaHCO3), FC(C=1C=C(C=C(C1)C(F)(F)F)[C@@H](C)N(C(=O)N1[C@H](C[C@@](CC1)(NS(=O)C(C)(C)C)CCC(C(=O)OC)=O)C1=C(C=C(C=C1)F)C)C)(F)F (Methyl 4-[(2R,4R)-1-{[{(1R)-1-[3,5-bis(trifluoromethyl)phenyl]ethyl}(methyl)amino]carbonyl}-4-{[(1,1-dimethylethyl)sulfinyl]amino}-2-(4-fluoro-2-methylphenyl)-4-piperidinyl]-2-oxobutanoate), FC(C=1C=C(C=C(C1)C(F)(F)F)[C@@H](C)N(C(=O)N1[C@H](C[C@@](CC1)(NS(=O)C(C)(C)C)CCC(C(=O)OC)=O)C1=C(C=C(C=C1)F)C)C)(F)F (Methyl 4-[(2R,4R)-1-{[{(1R)-1-[3,5-bis(trifluoromethyl)phenyl]ethyl}(methyl)amino]carbonyl}-4-{[(1,1-dimethylethyl)sulfinyl]amino}-2-(4-fluoro-2-methylphenyl)-4-piperidinyl]-2-oxobutanoate), C(=O)(C(F)(F)F)O (TFA). The solvent is C(Cl)Cl (DCM), C(Cl)Cl (DCM). Reaction conditions: temperature 25 celsius, time 6 hour. Product: FC(C=1C=C(C=C(C1)C(F)(F)F)[C@@H](C)N(C(=O)N1[C@H](C[C@@]2(CCC(N2)C(=O)OC)CC1)C1=C(C=C(C=C1)F)C)C)(F)F (Methyl(5R,7R)-8-{[{(1R)-1-[3,5-bis(trifluoromethyl)phenyl]ethyl}(methyl)amino]carbonyl}-7-(4-fluoro-2-methylphenyl)-1,8-diazaspiro[4.5]decane-2-carboxylate). Reaction SMILES: [F:1][C:2]([F:49])([F:48])[C:3]1[CH:4]=[C:5]([C@H:13]([N:15]([CH3:47])[C:16]([N:18]2[CH2:23][CH2:22][C@@:21]([CH2:31][CH2:32][C:33](=O)[C:34]([O:36][CH3:37])=[O:35])([NH:24]S(C(C)(C)C)=O)[CH2:20][C@@H:19]2[C:39]2[CH:44]=[CH:43][C:42]([F:45])=[CH:41][C:40]=2[CH3:46])=[O:17])[CH3:14])[CH:6]=[C:7]([C:9]([F:12])([F:11])[F:10])[CH:8]=1.C(O)(C(F)(F)F)=O.C([SiH](CC)CC)C.C([O-])(O)=O.[Na+]>C(Cl)Cl>[F:48][C:2]([F:1])([F:49])[C:3]1[CH:4]=[C:5]([C@H:13]([N:15]([CH3:47])[C:16]([N:18]2[CH2:23][CH2:22][C@@:21]3([NH:24][CH:33]([C:34]([O:36][CH3:37])=[O:35])[CH2:32][CH2:31]3)[CH2:20][C@@H:19]2[C:39]2[CH:44]=[CH:43][C:42]([F:45])=[CH:41][C:40]=2[CH3:46])=[O:17])[CH3:14])[CH:6]=[C:7]([C:9]([F:12])([F:11])[F:10])[CH:8]=1 |f:3.4|. Reported procedure: To a solution of Methyl 4-[(2R,4R)-1-{[{(1R)-1-[3,5-bis(trifluoromethyl)phenyl]ethyl}(methyl)amino]carbonyl}-4-{[(1,1-dimethylethyl)sulfinyl]amino}-2-(4-fluoro-2-methylphenyl)-4-piperidinyl]-2-oxobutanoate (Intermediate 6, 62 mg, 0.086 mmol) in DCM (1 mL) was added TFA (4 mL, 51.9 mmol) and the reaction mixture was stirred at 25° C. for 6 hrs. Triethylsilane (1 mL, 6.26 mmol, Aldrich) was added to the reaction mixture and it was stirred for 1 hr. The reaction mixture was left still overnight and... Reactants: 50W, resin, COC(=O)C1(CCC1)C#N (1-cyano-cyclobutyl-carboxylic acid methyl ester), C(CN)N (ethylenediamine), ( 24.88 ), ( 7.49 ), Cl (HCl), ( 57.02 ). Run in O (water), CO (CH3OH). Reaction conditions: time 15 hour. Product: NCCNC(=O)C1(CCC1)C#N (1-cyano-cyclobutyl carboxylic acid (2-amino-ethyl) amide). As a reaction SMILES: CO[C:3]([C:5]1([C:9]#[N:10])[CH2:8][CH2:7][CH2:6]1)=[O:4].[CH2:11]([NH2:14])[CH2:12][NH2:13].Cl>CO.O>[NH2:13][CH2:12][CH2:11][NH:14][C:3]([C:5]1([C:9]#[N:10])[CH2:8][CH2:7][CH2:6]1)=[O:4]. Procedure details: A solution of compound 1 (8.74 g, 0.063 mol) in CH3OH (50 mL) was added to ethylenediamine (3.77 g, 4.25 mL, 0.63 mol) at room temperature. After 15 h at room temperature, the mixture was evaporated. The yellow oil was obtained and dissolved in 20 mL of distilled water, acidulated with HCl to pH 2 and the solution applied to an AG 50W×8 column cation exchange column (200-400 mesh, H+ form, 100 mL of resin, 3.0 cm column diameter). The column was eluted first with H2O to remove excess ethylenedia... As a reaction SMILES: [F:1][C:2]1[CH:3]=[C:4]([CH2:9][C:10](O)=O)[CH:5]=[CH:6][C:7]=1[F:8].[NH:13]1[CH2:18][CH2:17][CH:16]([N:19]2[C:27]3[C:22](=[CH:23][CH:24]=[CH:25][CH:26]=3)[CH2:21][CH2:20]2)[CH2:15][CH2:14]1.[H-].[Al+3].[Li+].[H-].[H-].[H-].[OH-].[Na+]>O1CCCC1.C(OCC)(=O)C.O>[F:1][C:2]1[CH:3]=[C:4]([CH:5]=[CH:6][C:7]=1[F:8])[CH2:9][CH2:10][N:13]1[CH2:18][CH2:17][CH:16]([N:19]2[C:27]3[C:22](=[CH:23][CH:24]=[CH:25][CH:26]=3)[CH2:21][CH2:20]2)[CH2:15][CH2:14]1 |f:2.3.4.5.6.7,8.9|. Run at time 8 hour. The product is FC=1C=C(CCN2CCC(CC2)N2CCC3=CC=CC=C23)C=CC1F (1-[1-(3,4-difluorophenethyl)-piperidin-4-yl]indoline). The reactants are FC=1C=C(C=CC1F)CC(=O)O (3,4-Difluorophenylacetic acid), aqueous solution, [OH-].[Na+] (sodium hydroxide), resultant mixture, [H-].[Al+3].[Li+].[H-].[H-].[H-] (lithium aluminum hydride), resultant mixture, N1CCC(CC1)N1CCC2=CC=CC=C12 (1-(piperidin-4-yl)indoline), 1,1-carbonyldiimidazole, resultant solution. Run in O1CCCC1 (tetrahydrofuran), O1CCCC1 (tetrahydrofuran), O (water), O (water), C(C)(=O)OCC (ethyl acetate). Reported procedure: 3,4-Difluorophenylacetic acid (0.095 g) was dissolved in tetrahydrofuran (5.0 ml). After adding 1,1-carbonyldiimidazole (0.089 g) to the resultant solution, the resultant mixture was stirred at room temperature for 15 min followedbytheadditionof 1-(piperidin-4-yl)indoline (0.1 g). After stirring at room temperature overnight, the resultant mixture was diluted with ethyl acetate, washed with brine, dried over anhydrous sodium sulfate and concentrated under reduced pressure. The residue was purifi... Yield: 112.2%.